From a dataset of the Open Reaction Database (ORD), a public repository of structured organic reaction records. describe an organic reaction: reactants, conditions, products, and yield Reactants: C(C)(C)(C)OC(=O)N1CCC(CC1)C(=O)SC1=CC=CC=C1 (4-phenylsulfanylcarbonyl-piperidine-1-carboxylic acid tert-butyl ester), ClC=1C=C(C=CC1OC)B(O)O (3-chloro-4-methoxyphenylboronic acid). The reagents and catalysts are C=1C=CC(=CC1)/C=C/C(=O)/C=C/C2=CC=CC=C2.C=1C=CC(=CC1)/C=C/C(=O)/C=C/C2=CC=CC=C2.C=1C=CC(=CC1)/C=C/C(=O)/C=C/C2=CC=CC=C2.[Pd].[Pd] (Pd2dba3), S1C(=CC=C1)C(=O)[O-].[Cu+] (copper (I) thiophene-2-carboxylate). Run in C1CCOC1 (THF). The product is C(C)(C)(C)OC(=O)N1CCC(CC1)C(C1=CC(=C(C=C1)OC)Cl)=O (4-(3-Chloro-4-methoxy-benzoyl)-piperidine-1-carboxylic acid tert-butylester). Yield: 88.4%. Reaction SMILES: [Cl:1][C:2]1[CH:3]=[C:4](B(O)O)[CH:5]=[CH:6][C:7]=1[O:8][CH3:9].[C:13]([O:17][C:18]([N:20]1[CH2:25][CH2:24][CH:23]([C:26](SC2C=CC=CC=2)=[O:27])[CH2:22][CH2:21]1)=[O:19])([CH3:16])([CH3:15])[CH3:14]>C1COCC1.C1C=CC(/C=C/C(/C=C/C2C=CC=CC=2)=O)=CC=1.C1C=CC(/C=C/C(/C=C/C2C=CC=CC=2)=O)=CC=1.C1C=CC(/C=C/C(/C=C/C2C=CC=CC=2)=O)=CC=1.[Pd].[Pd].S1C=CC=C1C([O-])=O.[Cu+]>[C:13]([O:17][C:18]([N:20]1[CH2:25][CH2:24][CH:23]([C:26](=[O:27])[C:4]2[CH:5]=[CH:6][C:7]([O:8][CH3:9])=[C:2]([Cl:1])[CH:3]=2)[CH2:22][CH2:21]1)=[O:19])([CH3:16])([CH3:15])[CH3:14] |f:3.4.5.6.7,8.9|. Procedure details: To a mixture of 3-chloro-4-methoxyphenylboronic acid (0.87 g, 4.67 mmol), ligand TFP (0.14 g, 0.6 mmol), Pd2dba3 (0.29 g, 0.31 mmol), copper (I) thiophene-2-carboxylate (0.89 g, 4.7 mmol) was added a solution of 4-phenylsulfanylcarbonyl-piperidine-1-carboxylic acid tert-butyl ester (1.0 g, 3.1 mmol) in 10 mL of THF while purging with N2 at 50° C. After 18 hours the reaction mixture was diluted with ethyl acetate, filtered through celite then concentrated in vacuo. Purification by flash chromatog... The reactants are FC(C=1C=C(C=C(C1)C(F)(F)F)[C@@H](C)O[C@@H]1[C@H]([C@@H](CC1)CO)C1=CC=C(C=C1)F)(F)F (1-(S)-(1-(R)-(3,5-bis(trifluoromethyl)phenyl)ethoxy)-2-(R)-(4-fluorophenyl)-3-(R)-(hydroxymethyl)-cyclopentane), CCN(C(C)C)C(C)C (DIPEA), C(C(=O)Cl)(=O)Cl (oxalyl chloride), CS(=O)C (DMSO). The solvent is C(Cl)Cl (methylene chloride), C(Cl)Cl (methylene chloride), C(Cl)Cl (methylene chloride). Run at time 12.5 minute. Product: FC(C=1C=C(C=C(C1)C(F)(F)F)[C@@H](C)O[C@@H]1[C@H]([C@@H](CC1)C=O)C1=CC=C(C=C1)F)(F)F (1-(S)-(1-(R)-(3,5-Bis(trifluoromethyl)phenyl)ethoxy)-2-(R)-(4-fluorophenyl)-3-(R)-(formyl)cyclopentane). Isolated yield 86.7%. RXN SMILES: C(Cl)(=O)C(Cl)=O.CS(C)=O.[F:11][C:12]([F:41])([F:40])[C:13]1[CH:14]=[C:15]([C@H:23]([O:25][C@H:26]2[CH2:30][CH2:29][C@@H:28]([CH2:31][OH:32])[C@@H:27]2[C:33]2[CH:38]=[CH:37][C:36]([F:39])=[CH:35][CH:34]=2)[CH3:24])[CH:16]=[C:17]([C:19]([F:22])([F:21])[F:20])[CH:18]=1.CCN(C(C)C)C(C)C>C(Cl)Cl>[F:22][C:19]([F:20])([F:21])[C:17]1[CH:16]=[C:15]([C@H:23]([O:25][C@H:26]2[CH2:30][CH2:29][C@@H:28]([CH:31]=[O:32])[C@@H:27]2[C:33]2[CH:34]=[CH:35][C:36]([F:39])=[CH:37][CH:38]=2)[CH3:24])[CH:14]=[C:13]([C:12]([F:41])([F:11])[F:40])[CH:18]=1. Procedure details: To a solution of 0.248 mL of oxalyl chloride in 8 mL of methylene chloride cooled to −70° C. was added dropwise 0.40 ml of DMSO. The reaction was stirred for 10-15 minutes and then a solution of 510 mg of 1-(S)-(1-(R)-(3,5-bis(trifluoromethyl)phenyl)ethoxy)-2-(R)-(4-fluorophenyl)-3-(R)-(hydroxymethyl)-cyclopentane from Example 19, Method A or B in 5 mL of methylene chloride was added dropwise at −70° C. The reaction was stirred for 1 hour before dropwise addition of 2.0 mL of DIPEA in 3 mL of me... Reactants: NC=1N=CN(C1C(=O)N)CC1=CC=CC=C1 (4-amino-1-benzyl-5-imidazolecarboxamide), FC1=C(C(=O)Cl)C=CC=C1 (2-fluorobenzoyl chloride). The product is FC1=C(C(=O)NC=2N=CN(C2C(=O)N)CC2=CC=CC=C2)C=CC=C1 (4-(2-fluorobenzoylamino)-1-benzyl-5-imidazolecarboxamide). Isolated yield 97.0%. Reaction SMILES: [NH2:1][C:2]1[N:3]=[CH:4][N:5]([CH2:10][C:11]2[CH:16]=[CH:15][CH:14]=[CH:13][CH:12]=2)[C:6]=1[C:7]([NH2:9])=[O:8].[F:17][C:18]1[CH:26]=[CH:25][CH:24]=[CH:23][C:19]=1[C:20](Cl)=[O:21]>>[F:17][C:18]1[CH:26]=[CH:25][CH:24]=[CH:23][C:19]=1[C:20]([NH:1][C:2]1[N:3]=[CH:4][N:5]([CH2:10][C:11]2[CH:16]=[CH:15][CH:14]=[CH:13][CH:12]=2)[C:6]=1[C:7]([NH2:9])=[O:8])=[O:21]. Procedure details: An amidation reaction and post-treatment were carried out according to the conditions of Example 1, using 2.2 g (10 mmol) of 4-amino-1-benzyl-5-imidazolecarboxamide prepared in Reference Example 2 and 2-fluorobenzoyl chloride instead of benzoyl chloride to obtain a crude amide product. The crude amide product was purified by suspension in hot methanol to obtain 1.69 g of 4-(2-fluorobenzoylamino)-1-benzyl-5-imidazolecarboxamide (yield 97%). Reactants: C1(=CC=CC=C1)CCCN (3-phenylpropan-1-amine), C1N(CC=2C=NC=CC21)C(=O)NC2=CC=C(N=N2)C(=O)O (6-(2,3-dihydro-1H-pyrrolo[3,4-c]pyridine-2-carboxamido)pyridazine-3-carboxylic acid), C1N(CC2=CC=CC=C12)C(=O)NC1=CC=C(C(=O)O)C=C1 (4-(isoindoline-2-carboxamido)benzoic acid). The product is O1[C@@H](CCC1)CNC(=O)C1=CC=C(N=N1)NC(=O)N1CC=2C=NC=CC2C1 (N-(6-{[(2S)-tetrahydrofuran-2-ylmethyl]carbamoyl}pyridazin-3-yl)-1,3-dihydro-2H-pyrrolo[3,4-c]pyridine-2-carboxamide). RXN SMILES: C1(CCCN)C=CC=CC=1.[CH2:11]1[C:19]2[CH:18]=[CH:17][N:16]=[CH:15][C:14]=2[CH2:13][N:12]1[C:20]([NH:22][C:23]1[N:28]=[N:27][C:26]([C:29]([OH:31])=O)=[CH:25][CH:24]=1)=[O:21].C1C2C(=CC=CC=2)CN1C([NH:43][C:44]1C=C[C:47]([C:48]([OH:50])=O)=[CH:46][CH:45]=1)=O>>[O:50]1[CH2:48][CH2:47][CH2:46][C@H:45]1[CH2:44][NH:43][C:29]([C:26]1[N:27]=[N:28][C:23]([NH:22][C:20]([N:12]2[CH2:11][C:19]3[CH:18]=[CH:17][N:16]=[CH:15][C:14]=3[CH2:13]2)=[O:21])=[CH:24][CH:25]=1)=[O:31]. Procedure details: The title compound was prepared as described in Example 1C, substituting (2S)-tetrahydrofuran-2-ylmethamine for 3-phenylpropan-1-amine and 6-(2,3-dihydro-1H-pyrrolo[3,4-c]pyridine-2-carboxamido)pyridazine-3-carboxylic acid for 4-(isoindoline-2-carboxamido)benzoic acid. 1H NMR (300 MHz, DMSO-d6) δ 10.09 (s, 1H), 8.81 (t, J=6.1 Hz, 1H), 8.62 (s, 1H), 8.51 (d, J=5.0 Hz, 1H), 8.31 (d, J=9.3 Hz, 1H), 8.12 (d, J=9.3 Hz, 1H), 7.44 (d, J=5.1 Hz, 1H), 5.05-4.76 (m, 4H), 4.04 (p, J=6.2 Hz, 1H), 3.85-3.74 ... Starting materials: FC(C(=O)O)(F)F (Trifluoroacetic acid), FC(C=1N=CC(=NC1)C(=O)NC=1C=CC(=C(C1)[C@@]12N=C(N(C([C@@H]1[C@H](OC2)C(F)(F)F)=O)CC)NC(OC(C)(C)C)=O)F)F (tert-butyl ((4aS,5S,7aS)-7a-(5-(5-(difluoromethyl)pyrazine-2-carboxamido)-2-fluorophenyl)-3-ethyl-4-oxo-5-(trifluoromethyl)-3,4,4a,5,7,7a-hexahydrofuro[3,4-d]pyrimidin-2-yl)carbamate). Run in C(Cl)Cl (DCM). Yields the product NC=1N(C([C@H]2[C@@](N1)(CO[C@@H]2C(F)(F)F)C=2C=C(C=CC2F)NC(=O)C2=NC=C(N=C2)C(F)F)=O)CC (N-(3-((4aS,5S,7aS)-2-Amino-3-ethyl-4-oxo-5-(trifluoromethyl)-3,4,4a,5,7,7a-hexahydrofuro[3,4-d]pyrimidin-7a-yl)-4-fluorophenyl)-5-(difluoromethyl)pyrazine-2-carboxamide). Isolated yield 86.6%. Reaction SMILES: FC(F)(F)C(O)=O.[F:8][CH:9]([F:50])[C:10]1[N:11]=[CH:12][C:13]([C:16]([NH:18][C:19]2[CH:20]=[CH:21][C:22]([F:49])=[C:23]([C@:25]34[CH2:33][O:32][C@H:31]([C:34]([F:37])([F:36])[F:35])[C@H:30]3[C:29](=[O:38])[N:28]([CH2:39][CH3:40])[C:27]([NH:41]C(=O)OC(C)(C)C)=[N:26]4)[CH:24]=2)=[O:17])=[N:14][CH:15]=1>C(Cl)Cl>[NH2:41][C:27]1[N:28]([CH2:39][CH3:40])[C:29](=[O:38])[C@@H:30]2[C@@H:31]([C:34]([F:37])([F:36])[F:35])[O:32][CH2:33][C@:25]2([C:23]2[CH:24]=[C:19]([NH:18][C:16]([C:13]3[CH:12]=[N:11][C:10]([CH:9]([F:50])[F:8])=[CH:15][N:14]=3)=[O:17])[CH:20]=[CH:21][C:22]=2[F:49])[N:26]=1. Procedure details: Trifluoroacetic acid (1 mL) was added to a stirred solution of tert-butyl ((4aS,5S,7aS)-7a-(5-(5-(difluoromethyl)pyrazine-2-carboxamido)-2-fluorophenyl)-3-ethyl-4-oxo-5-(trifluoromethyl)-3,4,4a,5,7,7a-hexahydrofuro[3,4-d]pyrimidin-2-yl)carbamate (115 mg, 0.19 mmol) in DCM (1 mL) at RT. The volatiles were removed in vacuo and the residue was azeotroped with toluene (×1). The free base was isolated by loading this material on to a SCX cartridge (5 g) and eluting with MeOH (2×20 mL) and then 2M NH3... Run in CN(C)C=O (DMF). Procedure: To a suspension of 268 mg (6.70 mmol) of NaH (60% dispersion in oil) in 20 mL DMF at 0° C. was added 1.01 g (6.19 mmol) of 2-(trifluoroacteyl)pyrrole and the mixture was stirred at 0° C. for 1 h. After this time, 765 μL (6.51 mmol) of 2-bromoethyl ethyl ether was added and the mixture was warmed to 60° C. and stirred for 16 h. After this time, the reaction mixture was allowed to cool to room temperature, quenched by the addition of a saturated aqueous solution of ammonium chloride, and extracted... The product is C(C)OCCN1C(=CC=C1)C(C(F)(F)F)=O (N-Ethoxyethyl-2-trifluoroacetylpyrrole). Starting materials: FC(C(=O)C=1NC=CC1)(F)F (2-(trifluoroacteyl)pyrrole), [H-].[Na+] (NaH), C(C)OCCBr (2-bromoethyl ethyl ether). RXN SMILES: [H-].[Na+].[F:3][C:4]([F:13])([F:12])[C:5]([C:7]1[NH:8][CH:9]=[CH:10][CH:11]=1)=[O:6].[CH2:14]([O:16][CH2:17][CH2:18]Br)[CH3:15]>CN(C=O)C>[CH2:14]([O:16][CH2:17][CH2:18][N:8]1[CH:9]=[CH:10][CH:11]=[C:7]1[C:5](=[O:6])[C:4]([F:3])([F:12])[F:13])[CH3:15] |f:0.1|. Conditions: temperature 0 celsius, time 1 hour. The reactants are CC(C)=O, Clc1cc(Cl)ncn1, [Na+], [OH-], Cn1cc(C(=O)O)c2ccc(O)cc21. Yields the product Cn1cc(C(=O)O)c2ccc(Oc3cc(Cl)ncn3)cc21. As a reaction SMILES: [CH3:25][C:26](=[O:27])[CH3:28].[Cl:17][c:18]1[n:19][cH:20][n:21][c:22]([Cl:24])[cH:23]1.[Na+:16].[OH-:15].[OH:1][c:2]1[cH:3][cH:4][c:5]2[c:6]([C:12](=[O:13])[OH:14])[cH:7][n:8]([CH3:11])[c:9]2[cH:10]1>>[O:1]([c:2]1[cH:3][cH:4][c:5]2[c:6]([C:12](=[O:13])[OH:14])[cH:7][n:8]([CH3:11])[c:9]2[cH:10]1)[c:22]1[n:21][cH:20][n:19][c:18]([Cl:17])[cH:23]1.